From a dataset of the Open Reaction Database (ORD), a public repository of structured organic reaction records. describe an organic reaction: reactants, conditions, products, and yield Reactants: CC(C)OC(=O)/N=N/C(=O)OC(C)C (diisopropylazodicarboxylate), C1(=CC=CC=C1)P(C1=CC=CC=C1)C1=CC=CC=C1 (Triphenylphosphine), C1(=CC=CC=C1)CCO (2-phenylethanol), tri-N2,1,2′-O-acetyl-L-biopterin. The solvent is O1CCOCC1 (1,4-dioxane). Conditions: time 18 hour. The product is expected product, C1(=CC=CC=C1)P(C1=CC=CC=C1)(C1=CC=CC=C1)=O (triphenylphosphine oxide). Reaction SMILES: [C:1]1([P:7]([C:14]2[CH:19]=[CH:18][CH:17]=[CH:16][CH:15]=2)[C:8]2[CH:13]=[CH:12][CH:11]=[CH:10][CH:9]=2)[CH:6]=[CH:5][CH:4]=[CH:3][CH:2]=1.C1(CC[OH:28])C=CC=CC=1.CC(OC(/N=N/C(OC(C)C)=O)=O)C>O1CCOCC1>[C:14]1([P:7](=[O:28])([C:1]2[CH:2]=[CH:3][CH:4]=[CH:5][CH:6]=2)[C:8]2[CH:13]=[CH:12][CH:11]=[CH:10][CH:9]=2)[CH:15]=[CH:16][CH:17]=[CH:18][CH:19]=1. Procedure: Triphenylphosphine (1.2 g, 5.4 mmol) and 2-phenylethanol (0.65 g, 5.4 mmol) were sequentially added to a solution of tri-N2,1,2′-O-acetyl-L-biopterin (1.5 g, 4.21 mmol) in 1,4-dioxane (7 ml). To this mixture diisopropylazodicarboxylate (1.05 ml, 5.4 mmol) was added dropwise and the reaction mixture was stirred at room temperature for 18 h. Evaporation and column chromatography on silica gel eluting with AcOEt (1:2) followed by AcOEt gave the expected product together with triphenylphosphine oxid... Reactants: N1=CC=CC2=C1OC1=C(CN2)C=CC=C1 (5,6-dihydropyrido[2,3-b][1,4]benzoxazepine), C=1(C(=CC=CC1)C(=O)NC1=CC(=C(C(=O)Cl)C=C1)Cl)C1=CC=CC=C1 (4-[([1,1'-biphenyl]-2-carbonyl)amino]-2-chlorobenzoyl chloride), C(C)(C)N(C(C)C)CC (N,N-diisopropylethylamine). Solvent: ClCCl (dichloromethane). Product: N1=CC=CC2=C1OC1=C(CN2C(=O)C2=C(C=C(C=C2)NC(=O)C=2C(=CC=CC2)C2=CC=CC=C2)Cl)C=CC=C1 (N-[4-(Pyrido[2,3-b][1,4]benzoxazepin-5(6H)-ylcarbonyl)-3-chlorophenyl][1,1'biphenyl]-2-carboxamide). RXN SMILES: [N:1]1[C:6]2[O:7][C:8]3[CH:15]=[CH:14][CH:13]=[CH:12][C:9]=3[CH2:10][NH:11][C:5]=2[CH:4]=[CH:3][CH:2]=1.[C:16]1([C:35]2[CH:40]=[CH:39][CH:38]=[CH:37][CH:36]=2)[C:17]([C:22]([NH:24][C:25]2[CH:33]=[CH:32][C:28]([C:29](Cl)=[O:30])=[C:27]([Cl:34])[CH:26]=2)=[O:23])=[CH:18][CH:19]=[CH:20][CH:21]=1.C(N(CC)C(C)C)(C)C>ClCCl>[N:1]1[C:6]2[O:7][C:8]3[CH:15]=[CH:14][CH:13]=[CH:12][C:9]=3[CH2:10][N:11]([C:29]([C:28]3[CH:32]=[CH:33][C:25]([NH:24][C:22]([C:17]4[C:16]([C:35]5[CH:40]=[CH:39][CH:38]=[CH:37][CH:36]=5)=[CH:21][CH:20]=[CH:19][CH:18]=4)=[O:23])=[CH:26][C:27]=3[Cl:34])=[O:30])[C:5]=2[CH:4]=[CH:3][CH:2]=1. Reported procedure: As described for Example 66, reaction of 0.198 g of 5,6-dihydropyrido[2,3-b][1,4]benzoxazepine with 0.444 g of 4-[([1,1'-biphenyl]-2-carbonyl)amino]-2-chlorobenzoyl chloride in dichloromethane in the presence of N,N-diisopropylethylamine gives the product as a solid. Reactants: FC(C=1C=C(C(=O)Cl)C=C(C1)C(F)(F)F)(F)F (3,5-bis(trifluoromethyl)benzoyl chloride), Cl.BrC=1C=C(C=CC1)[C@@H]1[C@@H](CNCC1)C1=CC=CC=C1 (rac-cis-4-(3-bromo-phenyl)-3-phenyl-piperidine hydrochloride). Product: FC(C=1C=C(C=C(C1)C(F)(F)F)C(=O)N1C[C@H]([C@H](CC1)C1=CC(=CC=C1)Br)C1=CC=CC=C1)(F)F (Rac-cis-(3,5-Bis-trifluoromethyl-phenyl)-[4-(3-bromo-phenyl)-3-phenyl-piperidin-1-yl]-methanone). Reaction SMILES: [F:1][C:2]([F:17])([F:16])[C:3]1[CH:4]=[C:5]([CH:9]=[C:10]([C:12]([F:15])([F:14])[F:13])[CH:11]=1)[C:6](Cl)=[O:7].Cl.[Br:19][C:20]1[CH:21]=[C:22]([C@H:26]2[CH2:31][CH2:30][NH:29][CH2:28][C@H:27]2[C:32]2[CH:37]=[CH:36][CH:35]=[CH:34][CH:33]=2)[CH:23]=[CH:24][CH:25]=1>>[F:1][C:2]([F:17])([F:16])[C:3]1[CH:4]=[C:5]([C:6]([N:29]2[CH2:30][CH2:31][C@H:26]([C:22]3[CH:23]=[CH:24][CH:25]=[C:20]([Br:19])[CH:21]=3)[C@H:27]([C:32]3[CH:37]=[CH:36][CH:35]=[CH:34][CH:33]=3)[CH2:28]2)=[O:7])[CH:9]=[C:10]([C:12]([F:15])([F:14])[F:13])[CH:11]=1 |f:1.2|. Procedure details: The title compound, MS: m/e=556.0 (M+), was prepared in accordance with the general method of example 1 from 3,5-bis(trifluoromethyl)benzoyl chloride and rac-cis-4-(3-bromo-phenyl)-3-phenyl-piperidine hydrochloride. The reactants are C(CCC)[Li] (n-Butyl lithium), C=1C=CC2=C(C1)C=CS2 (thianaphthene), C(C1=CC=CC=C1)=O (benzaldehyde). Solvent: C1CCOC1 (THF). Conditions: time 1 hour. The product is S1C2=C(C=C1C(O)C1=CC=CC=C1)C=CC=C2 (Benzo[b]thiophene-2-yl-(phenyl)-methanol). The yield is 86.0%. Reaction SMILES: C([Li])CCC.[CH:6]1[CH:7]=[CH:8][C:9]2[S:14][CH:13]=[CH:12][C:10]=2[CH:11]=1.[CH:15](=[O:22])[C:16]1[CH:21]=[CH:20][CH:19]=[CH:18][CH:17]=1>C1COCC1>[S:14]1[C:13]([CH:15]([C:16]2[CH:21]=[CH:20][CH:19]=[CH:18][CH:17]=2)[OH:22])=[CH:12][C:10]2[CH:11]=[CH:6][CH:7]=[CH:8][C:9]1=2. Reported procedure: n-Butyl lithium (35 ml, 2.5 N in hexanes) was added dropwise to a stirred solution of thianaphthene (11.5 g, 85.6 mmol) in THF (300 mL) at -78° C. under a dry N2 atmosphere. After 1 h, benzaldehyde (9.6 mL, 94.4 mmol) was added and the cold bath was removed. After an additional 30 minutes, sat. aq. NH4Cl was added and the reaction mixture was partitioned between water and ether. The ether phase was washed with brine and concentrated. The resultant solid was triturated with pet. ether and filtere... Starting materials: CSC1=NN=C(S1)N=C=O (5-methylthio-1,3,4-thiadiazol-2-yl isocyanate), dimethyl acetal, C(CC)NCCC=O (3-propylaminopropionaldehyde). Run in C1=CC=CC=C1 (benzene), C1=CC=CC=C1 (benzene). Product: dimethyl acetal, C(CC)N(C(=O)NC=1SC(=NN1)SC)CCC=O (3-[1-propyl-3(5-methylthio-1,3,4-thiadiazol-2-yl)ureido]propionaldehyde). As a reaction SMILES: [CH3:1][S:2][C:3]1[S:7][C:6]([N:8]=[C:9]=[O:10])=[N:5][N:4]=1.[CH2:11]([NH:14][CH2:15][CH2:16][CH:17]=[O:18])[CH2:12][CH3:13]>C1C=CC=CC=1>[CH2:11]([N:14]([CH2:15][CH2:16][CH:17]=[O:18])[C:9]([NH:8][C:6]1[S:7][C:3]([S:2][CH3:1])=[N:4][N:5]=1)=[O:10])[CH2:12][CH3:13]. Reported procedure: A mixture of 5-methylthio-1,3,4-thiadiazol-2-yl isocyanate dimer (0.05 mole), the dimethyl acetal of 3-propylaminopropionaldehyde (0.1 mole) and benzene (60 ml) are charged into a glass reaction vessel equipped with a mechanical stirrer and reflux condenser. The reaction mixture is heated at reflux for a period of about 15 minutes. After this time the mixture is stripped of benzene under reduced pressure to yield a solid product as the residue. The residue is then recrystallized to yield the des... Starting materials: ClC=1C=C(C=CC1Cl)C=1C=CC(NN1)=O (6-(3,4-dichlorophenyl)-3(2H)-pyridazinone), C=O (paraformaldehyde), N1CCNCC1 (piperazine), CO (methanol). Yields the product ClC=1C=C(C=CC1Cl)C=1C=CC(N(N1)CN1CCN(CC1)CN1N=C(C=CC1=O)C1=CC(=C(C=C1)Cl)Cl)=O (1,4-Bis[6-(3,4-dichlorophenyl)-3(2H)-pyridazinon-2-yl-methyl]piperazine). The yield is 88.0%. As a reaction SMILES: [Cl:1][C:2]1[CH:3]=[C:4]([C:9]2[CH:10]=[CH:11][C:12](=O)[NH:13][N:14]=2)[CH:5]=[CH:6][C:7]=1[Cl:8].[CH2:16]=[O:17].[NH:18]1[CH2:23][CH2:22][NH:21][CH2:20][CH2:19]1.[CH3:24][OH:25]>>[Cl:1][C:2]1[CH:3]=[C:4]([C:9]2[CH:10]=[CH:11][C:24](=[O:25])[N:13]([CH2:12][N:18]3[CH2:23][CH2:22][N:21]([CH2:12][N:13]4[C:16](=[O:17])[CH:11]=[CH:10][C:9]([C:4]5[CH:5]=[CH:6][C:7]([Cl:8])=[C:2]([Cl:1])[CH:3]=5)=[N:14]4)[CH2:20][CH2:19]3)[N:14]=2)[CH:5]=[CH:6][C:7]=1[Cl:8]. Procedure: To 40 ml of methanol were added 1.0 g of 6-(3,4-dichlorophenyl)-3(2H)-pyridazinone, 0.2 g of paraformaldehyde and 0.25 g of piperazine, and the resulting mixture was heated under reflux for 2 hours. The mixture was then left to cool, after which insolubles were collected by filtration and dried, to give 1.1 g (yield 88%) of the desired Compound No. 34, melting at 271°-272° C. Starting materials: C1(=CC=CC=C1)CNCC1OC2=C(CC1)C=CC=C2 (3,4-dihydro-N-(phenylmethyl)-2H-1-benzopyran-2-methanamine), BrCCCC#N (4-bromobutanenitrile), CN(C=O)C (N,N-dimethylformamide). The solvent is C(C)N(CC)CC (N,N-diethylethanamine). Conditions: time 72 hour. Yields the product O1C(CCC2=C1C=CC=C2)CN(CCCC#N)CC2=CC=CC=C2 ((±)-4-[[(3,4-dihydro-2H-1-benzopyran-2-yl)methyl](phenylmethyl) amino]-butanenitrile). Yield: 69.6%. RXN SMILES: [C:1]1([CH2:7][NH:8][CH2:9][CH:10]2[CH2:15][CH2:14][C:13]3[CH:16]=[CH:17][CH:18]=[CH:19][C:12]=3[O:11]2)[CH:6]=[CH:5][CH:4]=[CH:3][CH:2]=1.Br[CH2:21][CH2:22][CH2:23][C:24]#[N:25].CN(C)C=O>C(N(CC)CC)C>[O:11]1[C:12]2[CH:19]=[CH:18][CH:17]=[CH:16][C:13]=2[CH2:14][CH2:15][CH:10]1[CH2:9][N:8]([CH2:7][C:1]1[CH:2]=[CH:3][CH:4]=[CH:5][CH:6]=1)[CH2:21][CH2:22][CH2:23][C:24]#[N:25]. Reported procedure: A mixture of 12.5 g of 3,4-dihydro-N-(phenylmethyl)-2H-1-benzopyran-2-methanamine, 9 g of 4-bromobutanenitrile, 200 ml of N,N-dimethylformamide and 10 ml of N,N-diethylethanamine was stirred for 72 hour at room temperature. The reaction mixture was evaporated and the residue was partitioned between 1,1'-oxybisethane and water. The organic layer was separated, dried, filtered and evaporated, yielding 11 g (68.7%) of (±)-4-[[(3,4-dihydro-2H-1-benzopyran-2-yl)methyl](phenylmethyl) amino]-butanenitr... Reactants: CO, Cc1cc(CNC(=O)C=Cc2ccc(C(F)(F)F)nc2N2CCOCC2)cc(F)c1NS(C)(=O)=O. The product is Cc1cc(CNC(=O)CCc2ccc(C(F)(F)F)nc2N2CCOCC2)cc(F)c1NS(C)(=O)=O. RXN SMILES: [CH3:36][OH:37].[F:1][c:2]1[cH:3][c:4]([CH2:5][NH:6][C:7]([CH:8]=[CH:9][c:10]2[c:11]([N:20]3[CH2:21][CH2:22][O:23][CH2:24][CH2:25]3)[n:12][c:13]([C:16]([F:17])([F:18])[F:19])[cH:14][cH:15]2)=[O:26])[cH:27][c:28]([CH3:35])[c:29]1[NH:30][S:31](=[O:32])(=[O:33])[CH3:34]>>[F:1][c:2]1[cH:3][c:4]([CH2:5][NH:6][C:7]([CH2:8][CH2:9][c:10]2[c:11]([N:20]3[CH2:21][CH2:22][O:23][CH2:24][CH2:25]3)[n:12][c:13]([C:16]([F:17])([F:18])[F:19])[cH:14][cH:15]2)=[O:26])[cH:27][c:28]([CH3:35])[c:29]1[NH:30][S:31](=[O:32])(=[O:33])[CH3:34]. Reactants: ice, O (water), C(C)NC1=C(C=C(C(=C1)F)[N+](=O)[O-])F (N-ethyl-2,5-difluoro-4-nitroaniline), C(C)(=O)OC(C)=O (acetic anhydride). Reagents/catalysts: S(O)(O)(=O)=O (sulfuric acid). Run at time 30 minute. Product: C(C)N(C(C)=O)C1=C(C=C(C(=C1)F)[N+](=O)[O-])F (N-ethyl-N-(2,5-difluoro-4-nitrophenyl)acetamide). RXN SMILES: [CH2:1]([NH:3][C:4]1[CH:9]=[C:8]([F:10])[C:7]([N+:11]([O-:13])=[O:12])=[CH:6][C:5]=1[F:14])[CH3:2].O.[C:16](OC(=O)C)(=[O:18])[CH3:17]>S(=O)(=O)(O)O>[CH2:1]([N:3]([C:4]1[CH:9]=[C:8]([F:10])[C:7]([N+:11]([O-:13])=[O:12])=[CH:6][C:5]=1[F:14])[C:16](=[O:18])[CH3:17])[CH3:2]. Procedure details: To a stirred mixture of 5.4 g (0.027 mole) of N-ethyl-2,5-difluoro-4-nitroaniline in 100 ml of acetic anhydride was added three drops of concentrated sulfuric acid. This mixture was stirred at room temperature for 30 minutes, and was poured into 200 ml of ice and water. The aqueous mixture was extracted with three portions of ethyl acetate. The extracts were combined and washed in succession with an aqueous, saturated sodium chloride solution and water. The washed organic phase was dried over an...